From a dataset of the Open Reaction Database (ORD), a public repository of structured organic reaction records. describe an organic reaction: reactants, conditions, products, and yield The reactants are OC(C(=O)O)C1=CC=C(C=C1)OC (hydroxy-(4-methoxy-phenyl)-acetic acid), O.NN (Hydrazine monohydrate). Reagents/catalysts: S(O)(O)(=O)=O (sulfuric acid). Solvent: CO (methanol). Run at time 1 hour. Yields the product OC(C(=O)NN)C1=CC=C(C=C1)OC (Hydroxy-(4-methoxy-phenyl)-acetic acid hydrazide). RXN SMILES: [OH:1][CH:2]([C:6]1[CH:11]=[CH:10][C:9]([O:12][CH3:13])=[CH:8][CH:7]=1)[C:3](O)=[O:4].O.[NH2:15][NH2:16]>CO.S(=O)(=O)(O)O>[OH:1][CH:2]([C:6]1[CH:11]=[CH:10][C:9]([O:12][CH3:13])=[CH:8][CH:7]=1)[C:3]([NH:15][NH2:16])=[O:4] |f:1.2|. Reported procedure: To a solution of hydroxy-(4-methoxy-phenyl)-acetic acid (45 g, 0.25 mol) in 300 ml of methanol are added 30 drops of concentrated sulfuric acid at room temperature and the resulting mixture is heated to reflux for 4 hours. Subsequently the mixture is cooled and evaporated in vacuo. The remainder is taken up in water and extracted with ethyl acetate. The combined organic layer isn washed with brine, dried over magnesium sulfate and evaporated. The residue, which is hydroxy-(4-methoxy-phenyl)-acet... As a reaction SMILES: [Br:1][c:2]1[c:3]2[c:4]([cH:5][cH:6][c:7]([NH:8][C:9]([O:10][CH:11]3[CH2:12][CH2:13][CH2:14][CH2:15]3)=[O:16])[cH:17]2)[n:18]([CH3:19])[n:20]1.[Br:21][CH2:22][c:23]1[cH:24][cH:25][c:26]([C:27]([O:28][CH3:29])=[O:30])[cH:31][c:32]1[O:33][CH3:34].[CH:35]1([O:40][C:41](=[O:42])[NH:43][c:44]2[cH:45][c:46]3[c:47]([CH2:54][c:55]4[c:56]([O:65][CH3:66])[cH:57][c:58]([C:59](=[O:60])[O:61][CH3:62])[cH:63][cH:64]4)[n:48][n:49]([CH3:53])[c:50]3[cH:51][cH:52]2)[CH2:36][CH2:37][CH2:38][CH2:39]1.[Zn:67]>>[CH:35]1([O:40][C:41](=[O:42])[NH:43][c:44]2[cH:45][c:46]3[c:47]([CH2:54][c:55]4[c:56]([O:65][CH3:66])[cH:57][c:58]([C:59](=[O:60])[OH:61])[cH:63][cH:64]4)[n:48][n:49]([CH3:53])[c:50]3[cH:51][cH:52]2)[CH2:36][CH2:37][CH2:38][CH2:39]1. Reactants: Cn1nc(Br)c2cc(NC(=O)OC3CCCC3)ccc21, COC(=O)c1ccc(CBr)c(OC)c1, COC(=O)c1ccc(Cc2nn(C)c3ccc(NC(=O)OC4CCCC4)cc23)c(OC)c1, [Zn]. Product: COc1cc(C(=O)O)ccc1Cc1nn(C)c2ccc(NC(=O)OC3CCCC3)cc12.